Dataset: the Open Reaction Database (ORD), a public repository of structured organic reaction records. Task: describe an organic reaction: reactants, conditions, products, and yield Conditions: time 8 hour. Solvent: ClCCl (dichloromethane). Reported procedure: To a solution of 4-(5-amino-3-cyanoindol-1-yl)benzoic acid ethyl ester (0.070 g) in dichloromethane (2 mL) were added methanesulfonyl chloride (0.035 g) and pyridine (0.036 g) at room temperature, and this mixture was stirred at room temperature overnight. This reaction mixture was poured into 1 mol/L hydrochloric acid, this resulting mixture was extracted with ethyl acetate. This organic layer was washed with water, and dried over anhydrous magnesium sulfate. The solvent was removed under reduc... RXN SMILES: [CH2:1]([O:3][C:4](=[O:23])[C:5]1[CH:10]=[CH:9][C:8]([N:11]2[C:19]3[C:14](=[CH:15][C:16](N)=[CH:17][CH:18]=3)[C:13]([C:21]#[N:22])=[CH:12]2)=[CH:7][CH:6]=1)[CH3:2].[CH3:24][S:25](Cl)(=[O:27])=[O:26].[N:29]1C=CC=CC=1.Cl>ClCCl>[CH2:1]([O:3][C:4](=[O:23])[C:5]1[CH:6]=[CH:7][C:8]([N:11]2[C:19]3[C:14](=[CH:15][CH:16]=[C:17]([NH:29][S:25]([CH3:24])(=[O:27])=[O:26])[CH:18]=3)[C:13]([C:21]#[N:22])=[CH:12]2)=[CH:9][CH:10]=1)[CH3:2]. Starting materials: C(C)OC(C1=CC=C(C=C1)N1C=C(C2=CC(=CC=C12)N)C#N)=O (4-(5-amino-3-cyanoindol-1-yl)benzoic acid ethyl ester), CS(=O)(=O)Cl (methanesulfonyl chloride), N1=CC=CC=C1 (pyridine), Cl (hydrochloric acid). The yield is 52.3%. Product: C(C)OC(C1=CC=C(C=C1)N1C=C(C2=CC=C(C=C12)NS(=O)(=O)C)C#N)=O (4-(3-Cyano-6-methanesulfonylaminoindol-1-yl)benzoic acid ethyl ester). Starting materials: solution, BrC=1C=CC=C2C(CC3(CCNCC3)C12)=O (7-bromospiro[indene-1,4′-piperidin]-3(2H)-one), FC(C1=C(CO)C=CC=C1)(F)F (o-(trifluoromethyl)benzyl alcohol), C(=O)(C=1NC=CN1)C=1NC=CN1 (carbonyl diimidazole). Solvent: C(Cl)Cl (CH2Cl2), C(Cl)Cl (CH2Cl2), C(Cl)Cl (CH2Cl2). Reaction conditions: time 2 hour. Product: BrC=1C=CC=C2C(CC3(CCN(CC3)C(=O)OCC3=C(C=CC=C3)C(F)(F)F)C12)=O (2-(trifluoromethyl)benzyl 7-bromo-3-oxo-2,3-dihydrospiro[indene-1,4′-piperidine]-1′-carboxylate). As a reaction SMILES: [F:1][C:2]([F:12])([F:11])[C:3]1[CH:10]=[CH:9][CH:8]=[CH:7][C:4]=1[CH2:5][OH:6].[C:13](C1NC=CN=1)(C1NC=CN=1)=[O:14].[Br:25][C:26]1[CH:27]=[CH:28][CH:29]=[C:30]2[C:39]=1[C:33]1([CH2:38][CH2:37][NH:36][CH2:35][CH2:34]1)[CH2:32][C:31]2=[O:40]>C(Cl)Cl>[Br:25][C:26]1[CH:27]=[CH:28][CH:29]=[C:30]2[C:39]=1[C:33]1([CH2:34][CH2:35][N:36]([C:13]([O:6][CH2:5][C:4]3[CH:7]=[CH:8][CH:9]=[CH:10][C:3]=3[C:2]([F:11])([F:12])[F:1])=[O:14])[CH2:37][CH2:38]1)[CH2:32][C:31]2=[O:40]. Procedure: To o-(trifluoromethyl)benzyl alcohol (35 mg, 0.20 mmol) in CH2Cl2 (4 mL) was added was a solution of carbonyl diimidazole (29 mg, 0.18 mmol) in CH2Cl2 (4 mL). The mixture was stirred at rt for 2 h. A 1-mL aliquot of the resulting solution (0.05 mmol) was added to a solution 7-bromospiro[indene-1,4′-piperidin]-3(2H)-one (14.5 mg, 0.05 mmol) in CH2Cl2 (1 mL). The mixture was stirred at rt for 16 h, concentrated, redissolved in MeCN (1 mL) and heated at 60° C. for 2 h. Prep HPLC afforded the title ... Reactants: C(OCC)(OCC)=O (diethyl carbonate), CC1(SC2=C(S1)C(=C1C(SC(S1)(C)C)=C2)C(O)(C2=C1C(OC(O1)(C)C)=CC1=C2OC(O1)(C)C)C1=C2C(SC(S2)(C)C)=CC2=C1SC(S2)(C)C)C (Bis-(2,2,6,6-tetramethylbenzo[1,2-d:4,5-d']-bis(1,3)dithiole-4-yl)-mono-(2,2,6,6-tetramethylbenzo[1,2-d:4,5-d']-bis(1,3)dioxol-4-yl)methanol), C(C)(C)(C)[Li] (t-Butyllitium), CN(C)CCN(C)C (TMEDA), NaH2PO4. Solvent: C1=CC=CC=C1 (benzene), C1=CC=CC=C1 (benzene). Reaction conditions: time 1.5 hour. Product: C(C)OC(=O)C1=C2SC(SC2=C(C=2SC(SC21)(C)C)C(O)(C2=C1C(OC(O1)(C)C)=C(C1=C2OC(O1)(C)C)C(=O)OCC)C1=C2C(SC(S2)(C)C)=C(C2=C1SC(S2)(C)C)C(=O)OCC)(C)C (Bis-(8-ethoxycarbonyl-2,2,6,6-tetramethylbenzo[1,2-d:4,5-d']-bis(1,3)dithiole-4-yl)-mono-(8-ethoxycarbonyl-2,2,6,6-tetramethylbenzo[1,2-d:4,5-d']-bis(1,3)dioxol-4-yl)methanol). Reaction SMILES: [CH3:1][C:2]1([CH3:50])[S:6][C:5]2[C:7]([C:16]([C:34]3[C:44]4[S:45][C:46]([CH3:49])([CH3:48])[S:47][C:43]=4[CH:42]=[C:36]4[S:37][C:38]([CH3:41])([CH3:40])[S:39][C:35]=34)([C:18]3[C:28]4[O:29][C:30]([CH3:33])([CH3:32])[O:31][C:27]=4[CH:26]=[C:20]4[O:21][C:22]([CH3:25])([CH3:24])[O:23][C:19]=34)[OH:17])=[C:8]3[S:12][C:11]([CH3:14])([CH3:13])[S:10][C:9]3=[CH:15][C:4]=2[S:3]1.[C:51]([Li])([CH3:54])(C)C.CN([CH2:59][CH2:60]N(C)C)C.[C:64](=[O:71])([O:68][CH2:69][CH3:70])OCC>C1C=CC=CC=1>[CH2:69]([O:68][C:64]([C:42]1[C:36]2[S:37][C:38]([CH3:41])([CH3:40])[S:39][C:35]=2[C:34]([C:16]([C:7]2[C:5]3[S:6][C:2]([CH3:50])([CH3:1])[S:3][C:4]=3[C:15]([C:30]([O:31][CH2:51][CH3:54])=[O:29])=[C:9]3[S:10][C:11]([CH3:13])([CH3:14])[S:12][C:8]=23)([C:18]2[C:19]3[O:23][C:22]([CH3:24])([CH3:25])[O:21][C:20]=3[C:26]([C:22]([O:23][CH2:59][CH3:60])=[O:21])=[C:27]3[O:31][C:30]([CH3:32])([CH3:33])[O:29][C:28]=23)[OH:17])=[C:44]2[C:43]=1[S:47][C:46]([CH3:49])([CH3:48])[S:45]2)=[O:71])[CH3:70]. Reported procedure: Bis-(2,2,6,6-tetramethylbenzo[1,2-d:4,5-d']-bis(1,3)dithiole-4-yl)-mono-(2,2,6,6-tetramethylbenzo[1,2-d:4,5-d']-bis(1,3)dioxol-4-yl)methanol (0.50 g, 0.61 mmol) was dissolved in dry benzene (6.0 mL) under an atmosphere of argon. t-Butyllitium (2.44 mL, 1.5M in pentane) and TMEDA (0.545 mL, 3.66 mmol) were added. The reaction mixture was subjected to ultrasound for 25 min. and was then slowly added to a solution of diethyl carbonate (7.2 mL, 59.4 mmol) in dry benzene (16 mL). After stirring for 1... Yields the product COC(=O)C1N(CCCNC1)S(=O)(=O)C1=CC=C(C=C1)OC (1-(4-methoxy-benzenesulfonyl)-[1,4]diazepane-2-carboxylic acid methyl ester). The reagents and catalysts are [OH-].[OH-].[Pd+2] (palladium hydroxide on carbon). Starting materials: COC(=O)C1N(CCCN(C1)CC1=CC=CC=C1)S(=O)(=O)C1=CC=C(C=C1)OC (4-Benzyl-1-(4-methoxy-benzenesulfonyl)-[1,4]diazepane-2-carboxylic acid methyl ester), [H][H] (hydrogen). Reaction SMILES: [CH3:1][O:2][C:3]([CH:5]1[CH2:11][N:10](CC2C=CC=CC=2)[CH2:9][CH2:8][CH2:7][N:6]1[S:19]([C:22]1[CH:27]=[CH:26][C:25]([O:28][CH3:29])=[CH:24][CH:23]=1)(=[O:21])=[O:20])=[O:4].[H][H]>C(O)C.[OH-].[OH-].[Pd+2]>[CH3:1][O:2][C:3]([CH:5]1[CH2:11][NH:10][CH2:9][CH2:8][CH2:7][N:6]1[S:19]([C:22]1[CH:27]=[CH:26][C:25]([O:28][CH3:29])=[CH:24][CH:23]=1)(=[O:21])=[O:20])=[O:4] |f:3.4.5|. The solvent is C(C)O (ethanol). Reported procedure: To a solution of 11.0 g (0.026 mol) of the product of Example 45 in 50 mL of ethanol was added 4.40 g of 20% palladium hydroxide on carbon (Pearlman's catalyst) and the resulting suspension was shaken at room temperature in a Parr reactor under 44 psi of hydrogen for 4 h. The reaction mixture was then filtered through Celite and the filter cake was washed with 100 mL of methanol. The filtrate was concentrated in vacuo and the residue was diluted with ethyl acetate. The solution was washed with w... Starting materials: O=C([O-])[O-], C=CCBr, CCC(C)=O, COC(=O)C(C)(C)Cc1ccc(O)cc1, [K+], [K+]. The product is C=CCOc1ccc(CC(C)(C)C(=O)OC)cc1. As a reaction SMILES: [C:20](=[O:21])([O-:22])[O-:23].[CH2:1]([CH:2]=[CH2:3])[Br:4].[CH3:26][CH2:27][C:28](=[O:29])[CH3:30].[CH3:5][C:6]([C:7](=[O:8])[O:9][CH3:10])([CH2:11][c:12]1[cH:13][cH:14][c:15]([OH:18])[cH:16][cH:17]1)[CH3:19].[K+:24].[K+:25]>>[CH2:1]=[CH:2][CH2:3][O:18][c:15]1[cH:14][cH:13][c:12]([CH2:11][C:6]([CH3:5])([C:7](=[O:8])[O:9][CH3:10])[CH3:19])[cH:17][cH:16]1. Starting materials: BrC1=C2CCN(CC2=C(C=C1)[N+](=O)[O-])C (5-bromo-N-methyl-8-nitro-1,2,3,4-tetrahydroisoquinoline), ClC1=CC=C(C=C1)B(O)O (4-chlorophenylboronic acid), C([O-])([O-])=O.[Na+].[Na+] (sodium carbonate), COCCOC (1,2-dimethoxyethane), tetrakis(triphenyl-phosphine)palladium(0). Run in O (Water), O (water). Yields the product ClC1=CC=C(C=C1)C1=C2CCN(CC2=C(C=C1)[N+](=O)[O-])C (5-(4-Chlorophenyl)-N-methyl-8-nitro-1,2,3,4-tetrahydroisoquinoline). As a reaction SMILES: Br[C:2]1[CH:11]=[CH:10][C:9]([N+:12]([O-:14])=[O:13])=[C:8]2[C:3]=1[CH2:4][CH2:5][N:6]([CH3:15])[CH2:7]2.[Cl:16][C:17]1[CH:22]=[CH:21][C:20](B(O)O)=[CH:19][CH:18]=1.C(=O)([O-])[O-].[Na+].[Na+].COCCOC>O>[Cl:16][C:17]1[CH:22]=[CH:21][C:20]([C:2]2[CH:11]=[CH:10][C:9]([N+:12]([O-:14])=[O:13])=[C:8]3[C:3]=2[CH2:4][CH2:5][N:6]([CH3:15])[CH2:7]3)=[CH:19][CH:18]=1 |f:2.3.4|. Procedure: A mixture of 5-bromo-N-methyl-8-nitro-1,2,3,4-tetrahydroisoquinoline (4.07 g, 15 mmol), 4-chlorophenylboronic acid (3.5 g, 22.5 mmol), sodium carbonate (8.0 g, 75.5 mmol), 1,2-dimethoxyethane (60 ml), water (30 ml) and tetrakis(triphenyl-phosphine)palladium(0) (0.20 g, 0.17 mmol) was stirred at reflux for 3.5 h. Water (50 ml) was added and the mixture was extracted with ethyl acetate (100 ml). The crude mixture was recrystallized from ethanol (96%). Yield 3.62 g (80%). Mp 162-163° C.